From a dataset of the Open Reaction Database (ORD), a public repository of structured organic reaction records. describe an organic reaction: reactants, conditions, products, and yield Run in C(C)O (ethanol), O (water), O (Water). Product: Cl.C1=CC=CC=2N(C3=C(CCC21)C=CC=C3)CCCN3C(CCCC3)C(=O)O (1-(3-(10,11-Dihydro-5H-dibenz[b,f]azepin-5-yl)-1-propyl)-2-piperidinecarboxylic Acid Hydrochloride). Run at temperature 50 celsius, time 5 hour. Reactants: C(C)OC(=O)C1N(CCCC1)CCCN1C2=C(CCC3=C1C=CC=C3)C=CC=C2 (1-(3-(10,11-dihydro-5H-dibenz[b,f]azepin-5-yl)-1-propyl)-2-piperidinecarboxylic acid ethyl ester), [OH-].[Na+] (sodium hydroxide), Cl (hydrochloric acid). As a reaction SMILES: C([O:3][C:4]([CH:6]1[CH2:11][CH2:10][CH2:9][CH2:8][N:7]1[CH2:12][CH2:13][CH2:14][N:15]1[C:21]2[CH:22]=[CH:23][CH:24]=[CH:25][C:20]=2[CH2:19][CH2:18][C:17]2[CH:26]=[CH:27][CH:28]=[CH:29][C:16]1=2)=[O:5])C.[OH-].[Na+].[ClH:32]>C(O)C.O>[ClH:32].[CH:26]1[C:17]2[CH2:18][CH2:19][C:20]3[CH:25]=[CH:24][CH:23]=[CH:22][C:21]=3[N:15]([CH2:14][CH2:13][CH2:12][N:7]3[CH2:8][CH2:9][CH2:10][CH2:11][CH:6]3[C:4]([OH:5])=[O:3])[C:16]=2[CH:29]=[CH:28][CH:27]=1 |f:1.2,6.7|. Procedure: The above ester (0.83 g, 0.002 mol) was dissolved in a mixture of ethanol (8 ml), water (2 ml) and sodium hydroxide (0.58 g, 0.015 mol). The reaction mixture was stirred at room temperature for 50 h and at 50° C. for 5 h. Water (50 ml) and concentrated hydrochloric acid (3 ml) were added, and the resulting mixture was extracted with dichloromethane (3×10 ml). The combined organic extracts were washed with brine (2×20 ml), dried (MgSO4) and concentrated in vacuo. The residue was re-dissolved in m... Yield: 73.0%.